describe an organic reaction: reactants, conditions, products, and yield From a dataset of the Open Reaction Database (ORD), a public repository of structured organic reaction records. Starting materials: BrC1=CC=C(NF)C=C1 (4-bromo-fluoroaniline), [Cu]C#N (copper (I) cyanide), CN1C(CCC1)=O (N-methyl-2-pyrrolidinone), C(CN)N (ethylene diamine), O (water). Product: NC1=C(C=C(C#N)C=C1)F (4-amino-3-fluorobenzonitrile). As a reaction SMILES: BrC1C=CC(N[F:7])=CC=1.[Cu][C:11]#[N:12].[CH2:13]([NH2:16])[CH2:14]N.O.CN1[CH2:23][CH2:22][CH2:21][C:20]1=O>>[NH2:16][C:13]1[CH:14]=[CH:20][C:21]([C:11]#[N:12])=[CH:22][C:23]=1[F:7]. Procedure details: 100 g (0.53 mol) of 4-bromo-fluoroaniline (manufactured by Aldorich Co.) and 70.8 g (0.79 mol) of copper (I) cyanide was refluxed in N-methyl-2-pyrrolidinone for three hours while stirring. The solution was cooled and a solution of 130 cm3 of ethylene diamine and 130 cm3 of water was added drop-wise while stirring. The solution was extracted three times with 200 cm3 of chloroform and sufficiently washed with water. The chloroform was distilled off and the residue was distilled under reduced pres...